This data is from the Open Reaction Database (ORD), a public repository of structured organic reaction records. The task is: describe an organic reaction: reactants, conditions, products, and yield Starting materials: CC(C)N, CC(C)O, c1ccc(-n2cccc2)c(OCC2CO2)c1. Product: CC(C)NCC(O)COc1ccccc1-n1cccc1. Reaction SMILES: [CH3:1][CH:2]([CH3:3])[NH2:4].[CH:21]([OH:22])([CH3:23])[CH3:24].[n:5]1(-[c:10]2[c:11]([O:12][CH2:13][CH:14]3[CH2:15][O:16]3)[cH:17][cH:18][cH:19][cH:20]2)[cH:6][cH:7][cH:8][cH:9]1>>[CH3:1][CH:2]([CH3:3])[NH:4][CH2:15][CH:14]([CH2:13][O:12][c:11]1[c:10](-[n:5]2[cH:6][cH:7][cH:8][cH:9]2)[cH:20][cH:19][cH:18][cH:17]1)[OH:16]. The reactants are CC(C)(C)OC(=O)N1CCCC(c2cc(C(=O)N3CCCCCC3)cs2)C1, ClCCl, O=C(O)C(F)(F)F. Yields the product O=C(c1csc(C2CCCNC2)c1)N1CCCCCC1. Reaction SMILES: [C:1]([O:2][C:3](=[O:4])[N:8]1[CH2:9][CH:10]([c:14]2[s:15][cH:16][c:17]([C:19](=[O:20])[N:21]3[CH2:22][CH2:23][CH2:24][CH2:25][CH2:26][CH2:27]3)[cH:18]2)[CH2:11][CH2:12][CH2:13]1)([CH3:5])([CH3:6])[CH3:7].[Cl:35][CH2:36][Cl:37].[F:28][C:29]([F:30])([F:31])[C:32]([OH:33])=[O:34]>>[NH:8]1[CH2:9][CH:10]([c:14]2[s:15][cH:16][c:17]([C:19](=[O:20])[N:21]3[CH2:22][CH2:23][CH2:24][CH2:25][CH2:26][CH2:27]3)[cH:18]2)[CH2:11][CH2:12][CH2:13]1. Reactants: O=C([O-])[O-], COc1ccc(B(O)O)cc1OC, CCOC(C)=O, Clc1ccnc2[nH]ccc12, [K+], [K+], C1CCOC1, O, c1ccc(P(c2ccccc2)(c2ccccc2)[Pd](P(c2ccccc2)(c2ccccc2)c2ccccc2)(P(c2ccccc2)(c2ccccc2)c2ccccc2)P(c2ccccc2)(c2ccccc2)c2ccccc2)cc1, c1cnc2[nH]ccc2c1. Yields the product COc1ccc(-c2ccnc3[nH]ccc23)cc1OC. RXN SMILES: [C:39](=[O:40])([O-:41])[O-:42].[CH3:20][O:21][c:22]1[cH:23][c:24]([B:30]([OH:31])[OH:32])[cH:25][cH:26][c:27]1[O:28][CH3:29].[CH3:33][CH2:34][O:35][C:36](=[O:37])[CH3:38].[Cl:1][c:2]1[c:3]2[cH:4][cH:5][nH:6][c:7]2[n:8][cH:9][cH:10]1.[K+:43].[K+:44].[O:46]1[CH2:47][CH2:48][CH2:49][CH2:50]1.[OH2:45].[cH:51]1[cH:52][cH:53][c:54]([P:55]([Pd:56]([P:57]([c:58]2[cH:59][cH:60][cH:61][cH:62][cH:63]2)([c:64]2[cH:65][cH:66][cH:67][cH:68][cH:69]2)[c:70]2[cH:71][cH:72][cH:73][cH:74][cH:75]2)([P:76]([c:77]2[cH:78][cH:79][cH:80][cH:81][cH:82]2)([c:83]2[cH:84][cH:85][cH:86][cH:87][cH:88]2)[c:89]2[cH:90][cH:91][cH:92][cH:93][cH:94]2)[P:95]([c:96]2[cH:97][cH:98][cH:99][cH:100][cH:101]2)([c:102]2[cH:103][cH:104][cH:105][cH:106][cH:107]2)[c:108]2[cH:109][cH:110][cH:111][cH:112][cH:113]2)([c:114]2[cH:115][cH:116][cH:117][cH:118][cH:119]2)[c:120]2[cH:121][cH:122][cH:123][cH:124][cH:125]2)[cH:126][cH:127]1.[nH:11]1[c:12]2[c:13]([cH:14][cH:15][cH:16][n:17]2)[cH:18][cH:19]1>>[c:2]1(-[c:24]2[cH:23][c:22]([O:21][CH3:20])[c:27]([O:28][CH3:29])[cH:26][cH:25]2)[c:3]2[cH:4][cH:5][nH:6][c:7]2[n:8][cH:9][cH:10]1. Reactants: COC(=O)C1=CC=C2C=CNC2=C1 (methyl-indole-6-carboxylate), C1(CCCCC1)=O (cyclohexanone), C[O-].[Na+] (NaOMe), O (Water). Solvent: CO (MeOH), CO (MeOH). Reaction conditions: time 45 minute. Yields the product C1(=CCCCC1)C1=CNC2=CC(=CC=C12)C(=O)O (3-Cyclohex-1-en-1-yl-1H-indole-6-carboxylic acid). Yield: 100.0%. Reaction SMILES: C[O:2][C:3]([C:5]1[CH:13]=[C:12]2[C:8]([CH:9]=[CH:10][NH:11]2)=[CH:7][CH:6]=1)=[O:4].[C:14]1(=O)[CH2:19][CH2:18][CH2:17][CH2:16][CH2:15]1.C[O-].[Na+].O>CO>[C:14]1([C:9]2[C:8]3[C:12](=[CH:13][C:5]([C:3]([OH:2])=[O:4])=[CH:6][CH:7]=3)[NH:11][CH:10]=2)[CH2:19][CH2:18][CH2:17][CH2:16][CH:15]=1 |f:2.3|. Procedure details: To a solution of methyl-indole-6-carboxylate in MeOH (1.7 M) was added cyclohexanone (3.0 eq.) followed by 30% NaOMe in MeOH (6.0 eq.) in 100 ml portions over 20 min. The resulting mixture was stirred at RT for 45 min and refluxed for 8 h. Water was added, and the mixture stirred at RT until all solids had dissolved. The organic solvent was removed under vacuum and the pH of the aqueous phase adjusted to 1, by slow addition of concentrated HCl at 0° C. The precipitate was isolated by filtration,... Reactants: C1=C(C=CC=C1O)C (m-cresol), [H-].[Na+] (NaH), COCCl (chloromethyl methyl ether). Run in CN(C)C=O (DMF). Reaction conditions: time 30 minute. The product is COCOC1=CC(=CC=C1)C (1-(methoxymethoxy)-3-methylbenzene). RXN SMILES: [CH:1]1[C:6]([OH:7])=[CH:5][CH:4]=[CH:3][C:2]=1[CH3:8].[H-].[Na+].[CH3:11][O:12][CH2:13]Cl>CN(C=O)C>[CH3:11][O:12][CH2:13][O:7][C:6]1[CH:5]=[CH:4][CH:3]=[C:2]([CH3:8])[CH:1]=1 |f:1.2|. Procedure details: To m-cresol (19.4 mL, 188 mmol) in DMF (1 L) was added NaH (60% disp. in oil, 9.04 g, 0.226 mmol) in several portions. The mixture was stirred at rt for 30 min, chloromethyl methyl ether (11.5 mL, 151 mmol) was added in one portion, and the reaction mixture was stirred at room temperature overnight, partitioned between 1N aq. NaOH and Et2O. The organic phase was washed with 1N aq. NaOH, dried over MgSO4, filtered and concentrated in vacuo, to afford the title compound. 1H NMR (400 MHz, acetone-d... The reactants are C(C1=CC=CC=C1)OC(C(C(C)OC(C)=O)NC(=O)OC(C)(C)C)=O (benzyl-3-acetoxy-2-(tert-butoxycarbonylamino)-butanoate). Reagents/catalysts: [Pd] (Pd/C). Solvent: CCOC(=O)C (EtOAc). Conditions: time 16 hour. Yields the product C(C)(=O)O[C@@H]([C@@H](C(=O)O)NC(=O)OC(C)(C)C)C ((2S,3R)-3-acetoxy-2-(tert-butoxycarbonylamino)-butanoic acid). Yield: 67.3%. Reaction SMILES: C([O:8][C:9](=[O:25])[CH:10]([NH:17][C:18]([O:20][C:21]([CH3:24])([CH3:23])[CH3:22])=[O:19])[CH:11]([O:13][C:14](=[O:16])[CH3:15])[CH3:12])C1C=CC=CC=1>CCOC(C)=O.[Pd]>[C:14]([O:13][C@H:11]([CH3:12])[C@H:10]([NH:17][C:18]([O:20][C:21]([CH3:24])([CH3:23])[CH3:22])=[O:19])[C:9]([OH:25])=[O:8])(=[O:16])[CH3:15]. Reported procedure: Benzyl-3-acetoxy-2-(tert-butoxycarbonylamino) butanoate 11 (1.4 g, 3.98 mmol) was dissolved in EtOAc (40 mL), 10% Pd/C (600 mg) was added and reaction mixture was stirred under hydrogen atmosphere for 16 h. The reaction mixture was filtered over celite, solvent was evaporated in vacuo and the crude residue was triturated with hexane to yield (2S,3R)-3-acetoxy-2-(tert-butoxycarbonylamino) butanoic acid 12 (0.7 g, 70%).